From a dataset of the Open Reaction Database (ORD), a public repository of structured organic reaction records. describe an organic reaction: reactants, conditions, products, and yield Reactants: ClC1=C(C=C(C(=C1)Cl)OC)N1N=NN(C1=O)CCC (1-(2,4-dichloro-5-methoxyphenyl)-1,4-dihydro-4-propyl-5H-tetrazol-5-one), BrC1=CC(=C(C=C1OC)N1N=NN(C1=O)CCC)Cl (1-(4-Bromo-2-chloro-5-methoxyphenyl)-1,4-dihydro-4-propyl-5H-tetrazol-5-one), BrC1=CC(=C(C=C1OC)N1N=NN(C1=O)CCC)Cl (1-(4-Bromo-2-chloro-5-methoxyphenyl)-1,4-dihydro-4-propyl-5H-tetrazol-5-one), FC(C(=O)[O-])(F)F.[Na+] (sodium trifluoroacetate). The reagents and catalysts are [Cu]I (copper(I) iodide). The solvent is CN(C(C)=O)C (N,N-dimethylacetamide). Run at temperature 150 celsius, time 3 hour. Product: ClC1=C(C=C(C(=C1)C(F)(F)F)OC)N1N=NN(C1=O)CCC (1-(2-chloro-5-methoxy-4-trifluoromethylphenyl)-1,4-dihydro-4-propyl-5H-tetrazol-5-one). Yield: 18.9%. RXN SMILES: [F:1][C:2]([F:7])([F:6])[C:3]([O-])=O.[Na+].[Cl:9][C:10]1[CH:15]=C(Cl)[C:13]([O:17][CH3:18])=[CH:12][C:11]=1[N:19]1[C:23](=[O:24])[N:22]([CH2:25][CH2:26][CH3:27])[N:21]=[N:20]1.BrC1C(OC)=CC(N2C(=O)N(CCC)N=N2)=C(Cl)C=1>CN(C)C(=O)C.[Cu]I>[Cl:9][C:10]1[CH:15]=[C:3]([C:2]([F:7])([F:6])[F:1])[C:13]([O:17][CH3:18])=[CH:12][C:11]=1[N:19]1[C:23](=[O:24])[N:22]([CH2:25][CH2:26][CH3:27])[N:21]=[N:20]1 |f:0.1|. Reported procedure: Under a dry nitrogen atmosphere a stirred mixture of 6.0 g (0.044 mole) of sodium trifluoroacetate and 4.18 g (0.022 mole) of copper(I) iodide in 40 mL of N,N-dimethylacetamide was heated at 150° C. To the hot mixture was added 3.3 9 (0.011 mole) of 1-(4-bromo-2-chloro-5-methoxyphenyl)-1,4-dihydro-4-propyl-5H-tetrazol-5-one (compound 12). After complete addition, the hot mixture was stirred for 3 hours then allowed to cool to room temperature. The mixture was filtered and the filtrate diluted wi...